From a dataset of the Open Reaction Database (ORD), a public repository of structured organic reaction records. describe an organic reaction: reactants, conditions, products, and yield Starting materials: BrC=1C=C(C=NC1)C1(CC1)C(=O)OC (methyl 1-(5-bromopyridin-3-yl)cyclopropanecarboxylate), C[Si]([O-])(C)C.[K+] (potassium trimethylsilanolate). Solvent: C1CCOC1 (THF). Product: BrC=1C=C(C=NC1)C1(CC1)C(=O)[O-].[K+] (Potassium 1-(5-bromopyridin-3-yl)cyclopropanecarboxylate). Isolated yield 51.2%. As a reaction SMILES: [Br:1][C:2]1[CH:3]=[C:4]([C:8]2([C:11]([O:13]C)=[O:12])[CH2:10][CH2:9]2)[CH:5]=[N:6][CH:7]=1.C[Si](C)(C)[O-].[K+:20]>C1COCC1>[Br:1][C:2]1[CH:3]=[C:4]([C:8]2([C:11]([O-:13])=[O:12])[CH2:9][CH2:10]2)[CH:5]=[N:6][CH:7]=1.[K+:20] |f:1.2,4.5|. Procedure: To a solution of methyl 1-(5-bromopyridin-3-yl)cyclopropanecarboxylate (4.764 g, 18.6 mmol) in THF (190 mL) was added 90% potassium trimethylsilanolate (2.65 g, 18.6 mmol) and the reaction mixture was stirred at room temperature over night. Then, the mixture was filtered and washed with THF to give the desired product (2.668 g) as a light brown solid. The mother liquors were concentrated to around 50 mL of THF. Another portion of 90% potassium trimethylsilanolate (0.43 g) was added and stirring ... Starting materials: [OH-].[NH4+] (ammonium hydroxide), C(C)(=O)OCC (ethyl acetate), C(C)(=O)SC[C@H](C(=O)N[C@H](CC(=O)O)CC(C)C)C(F)(F)F ((S,R)-3-[[2-[(Acetylthio)methyl]-3,3,3-trifluoro-1-oxopropyl]amino]-5-methylhexanoic acid), CCCCCC (hexane). The solvent is C(C)(=O)O (acetic acid), O (water), CO (methanol). Run at temperature 0 celsius, time 5 minute. Yields the product FC([C@@H](C(=O)N[C@H](CC(=O)O)CC(C)C)CS)(F)F ((S,R)-3-[[3,3,3-Trifluoro-2-(mercaptomethyl)-1-oxopropyl]amino]-5-methylhexanoic acid). RXN SMILES: C([S:4][CH2:5][C@@H:6]([C:19]([F:22])([F:21])[F:20])[C:7]([NH:9][C@@H:10]([CH2:15][CH:16]([CH3:18])[CH3:17])[CH2:11][C:12]([OH:14])=[O:13])=[O:8])(=O)C.[OH-].[NH4+].CCCCCC.C(OCC)(=O)C>O.CO.C(O)(=O)C>[F:20][C:19]([F:21])([F:22])[C@H:6]([CH2:5][SH:4])[C:7]([NH:9][C@@H:10]([CH2:15][CH:16]([CH3:18])[CH3:17])[CH2:11][C:12]([OH:14])=[O:13])=[O:8] |f:1.2|. Procedure: A suspension of the (S,R) isomer product of Example 35 (1.0 g., 2.9 mmol.) in water maintained at 0° C. under argon was treated with ammonium hydroxide (5M solution, 10 mL, 50 mmol.) and stirred for 5 minutes. The reaction was quenched at 0° C. with 140 mL of 10% potassium bisulfate and then extracted with ethyl acetate (4×). The organic extracts were combined, dried (MgSO4), filtered, and concentrated in vacuo to yield 1.0 g. of yellow solid. The crude reaction product was flash chromatographed... Reactants: [Cl-].[Al+3].[Cl-].[Cl-] (Aluminum chloride), ice water, COCOC (Dimethoxymethane), C(C)SC1=CC=CC=C1 (Ethylphenylsulfide). Solvent: ClCCCl (1,2-dichloroethane). Reaction conditions: temperature 5 celsius. Yields the product C(C)SC1=CC=C(CCl)C=C1 (4-(Ethylthio)benzyl chloride). As a reaction SMILES: [Cl-:1].[Al+3].[Cl-].[Cl-].[CH3:5]OCOC.[CH2:10]([S:12][C:13]1[CH:18]=[CH:17][CH:16]=[CH:15][CH:14]=1)[CH3:11]>ClCCCl>[CH2:10]([S:12][C:13]1[CH:18]=[CH:17][C:16]([CH2:5][Cl:1])=[CH:15][CH:14]=1)[CH3:11] |f:0.1.2.3|. Procedure: Aluminum chloride (2 g, 15 mmol) was suspended in 8 mL 1,2-dichloroethane and the solution was cooled to 5° C. Dimethoxymethane (0.69 mL, 7.8 mmol) over 10 min. Ethylphenylsulfide (0.88 mL, 6.5 mmol) was added and the mixture was warmed to rt. After 15 h ice water was added and the mixture was extracted with methylene chloride (3×). The combined organic fractions were dried over magnesium sulfate and concentrated. The crude material was used directly in the next step. The reactants are C(C)(=O)OC1=C(C=C(C=C1C(C)(C)C)OCC=C)C(C)(C)C (4-Acetoxy-3,5-di-tert-butyl-1-(2-propenyloxy)benzene), CN(C1=CC=CC=C1)C (N,N-dimethylaniline). Product: C(C)(=O)OC1=C(C(=C(C=C1C(C)(C)C)O)CC=C)C(C)(C)C (4-acetoxy-3,5-di-tert-butyl-2-(2-propenyl)phenol). The yield is 77.0%. As a reaction SMILES: [C:1]([O:4][C:5]1[C:10]([C:11]([CH3:14])([CH3:13])[CH3:12])=[CH:9][C:8]([O:15]CC=C)=[CH:7][C:6]=1[C:19]([CH3:22])([CH3:21])[CH3:20])(=[O:3])[CH3:2].CN(C)[C:25]1[CH:30]=CC=C[CH:26]=1>>[C:1]([O:4][C:5]1[C:10]([C:11]([CH3:13])([CH3:12])[CH3:14])=[CH:9][C:8]([OH:15])=[C:7]([CH2:30][CH:25]=[CH2:26])[C:6]=1[C:19]([CH3:22])([CH3:20])[CH3:21])(=[O:3])[CH3:2]. Procedure: 4-Acetoxy-3,5-di-tert-butyl-1-(2-propenyloxy)benzene (11.0 g) was dissolved in N,N-dimethylaniline (50 ml) and the solution was refluxed for 18 h under a nitrogen atmosphere. After cooling to room temperature, the reaction solution was concentrated under reduced pressure and purified by silica gel chromatography (15% ethyl acetate in n-hexane) to afford 4-acetoxy-3,5-di-tert-butyl-2-(2-propenyl)phenol [8.84 g (yield, 77%)] as a white solid. The reactants are O=C([O-])[O-], CCBr, CCC(C)=O, Clc1ccc(CC2CCCCCN2)cc1, [K+], [K+], O. Product: CCN1CCCCCC1Cc1ccc(Cl)cc1. Reaction SMILES: [C:16](=[O:17])([O-:18])[O-:19].[CH2:22]([CH3:23])[Br:24].[CH2:26]([C:27]([CH3:28])=[O:29])[CH3:30].[Cl:1][c:2]1[cH:3][cH:4][c:5]([CH2:6][CH:7]2[NH:8][CH2:9][CH2:10][CH2:11][CH2:12][CH2:13]2)[cH:14][cH:15]1.[K+:20].[K+:21].[OH2:25]>>[Cl:1][c:2]1[cH:3][cH:4][c:5]([CH2:6][CH:7]2[N:8]([CH2:22][CH3:23])[CH2:9][CH2:10][CH2:11][CH2:12][CH2:13]2)[cH:14][cH:15]1. The reactants are C1(CC1)COC1=C(C=C(C=C1)C(F)F)C=1C2=C(N=CN1)C(=C(N2)C)C(=O)OCC (Ethyl 4-[2-(cyclopropylmethoxy)-5-(difluoromethyl)phenyl]-6-methyl-5H-pyrrolo[3,2-d]pyrimidine-7-carboxylate), C(CC(O)(C(=O)O)CC(=O)O)(=O)O (citric acid), C(CCC)O (BuOH), CC(C)(C)[O-].[K+] (KOtBu). Run in O (Water), O (water). Run at temperature 100 celsius. The product is C1(CC1)COC1=C(C=C(C=C1)C(F)F)C=1C2=C(N=CN1)C(=C(N2)C)C(=O)O (4-[2-(Cyclopropylmethoxy)-5-(difluoromethyl)phenyl]-6-methyl-5H-pyrrolo[3,2-d]pyrimidine-7-carboxylic acid). The yield is 92.3%. RXN SMILES: [CH:1]1([CH2:4][O:5][C:6]2[CH:11]=[CH:10][C:9]([CH:12]([F:14])[F:13])=[CH:8][C:7]=2[C:15]2[C:16]3[NH:23][C:22]([CH3:24])=[C:21]([C:25]([O:27]CC)=[O:26])[C:17]=3[N:18]=[CH:19][N:20]=2)[CH2:3][CH2:2]1.C(O)CCC.CC([O-])(C)C.[K+].C(O)(=O)CC(CC(O)=O)(C(O)=O)O>O>[CH:1]1([CH2:4][O:5][C:6]2[CH:11]=[CH:10][C:9]([CH:12]([F:14])[F:13])=[CH:8][C:7]=2[C:15]2[C:16]3[NH:23][C:22]([CH3:24])=[C:21]([C:25]([OH:27])=[O:26])[C:17]=3[N:18]=[CH:19][N:20]=2)[CH2:3][CH2:2]1 |f:2.3|. Reported procedure: Ethyl 4-[2-(cyclopropylmethoxy)-5-(difluoromethyl)phenyl]-6-methyl-5H-pyrrolo[3,2-d]pyrimidine-7-carboxylate (example D.a19; 52.73 g; 131.4 mmol) is dissolved in tert. BuOH (500.0 mL) and water (5.0 mL). After addition of commercially available KOtBu (73.70 g; 656.8 mmol) the reaction mixture is stirred at 100° C. over night and cooled to ambient temperature. Water (1500 mL) is added and pH is adjusted to 6.0 by careful addition of 2M aqueous citric acid. The precipitated product is filtered was... Starting materials: CO, CCCC(C(=O)OC)c1c(C)nc2nc(C(C)C)nn2c1-c1ccc(C)cc1, [Na+], [OH-]. Yields the product CCCC(C(=O)O)c1c(C)nc2nc(C(C)C)nn2c1-c1ccc(C)cc1. RXN SMILES: [CH3:31][OH:32].[CH:1]([CH3:2])([CH3:3])[c:4]1[n:5][n:6]2[c:7]([n:8][c:9]([CH3:27])[c:10]([CH:19]([C:20](=[O:21])[O:22][CH3:23])[CH2:24][CH2:25][CH3:26])[c:11]2-[c:12]2[cH:13][cH:14][c:15]([CH3:18])[cH:16][cH:17]2)[n:28]1.[Na+:30].[OH-:29]>>[CH:1]([CH3:2])([CH3:3])[c:4]1[n:5][n:6]2[c:7]([n:8][c:9]([CH3:27])[c:10]([CH:19]([C:20](=[O:21])[OH:22])[CH2:24][CH2:25][CH3:26])[c:11]2-[c:12]2[cH:13][cH:14][c:15]([CH3:18])[cH:16][cH:17]2)[n:28]1.